From a dataset of the Open Reaction Database (ORD), a public repository of structured organic reaction records. describe an organic reaction: reactants, conditions, products, and yield Reactants: CC(C)(C)OC(=O)N1CCCC1C(=O)O, C1COCCN1. Yields the product CC(C)(C)OC(=O)N1CCCC1C(=O)N1CCOCC1. As a reaction SMILES: [C:1]([CH3:2])([CH3:3])([CH3:4])[O:5][C:6](=[O:7])[N:8]1[CH:9]([C:10](=[O:11])[OH:12])[CH2:13][CH2:14][CH2:15]1.[CH2:16]1[CH2:17][O:18][CH2:19][CH2:20][NH:21]1>>[C:1]([CH3:2])([CH3:3])([CH3:4])[O:5][C:6](=[O:7])[N:8]1[CH:9]([C:10](=[O:12])[N:21]2[CH2:16][CH2:17][O:18][CH2:19][CH2:20]2)[CH2:13][CH2:14][CH2:15]1. The reactants are COC1=CC=C2C(CCC(C2=C1)=O)C (3,4-dihydro-7-methoxy-4-methyl-1-(2H) naphthalenone), C(C)OC(N(C)C)OCC (N,N-dimethylformamide diethyl acetal). Product: CN(C)C=C1C(C2=CC(=CC=C2C(C1)C)OC)=O (3,4-dihydro-2-dimethylaminomethylene-7-methoxy-4-methyl-1(2H) naphthalenone). Isolated yield 75.0%. Reaction SMILES: [CH3:1][O:2][C:3]1[CH:12]=[C:11]2[C:6]([CH:7]([CH3:14])[CH2:8][CH2:9][C:10]2=[O:13])=[CH:5][CH:4]=1.C(O[CH:18](OCC)[N:19]([CH3:21])[CH3:20])C>>[CH3:18][N:19]([CH:21]=[C:9]1[CH2:8][CH:7]([CH3:14])[C:6]2[C:11](=[CH:12][C:3]([O:2][CH3:1])=[CH:4][CH:5]=2)[C:10]1=[O:13])[CH3:20]. Procedure details: The 3,4-dihydro-2-dimethylaminomethylene-7-methoxy-4-methyl-1(2H)-naphthalenone starting material was prepared from 3,4-dihydro-7-methoxy-4-methyl-1-(2H) naphthalenone (950 mg, 5.0 mmol) [Gupta, A S; et al Tetrahedron (1967), 23, 2481], and N,N-dimethylformamide diethyl acetal (2.6 ml, 15.0 mmol). The product was purified by chromatography on silica (70% ethyl acetate in hexane--ethyl acetate) to give 3,4-dihydro-2-dimethylaminomethylene-7-methoxy-4-methyl-1(2H) naphthalenone as a yellow oil (92... Starting materials: O (water), C(C)(C)C1NCCC2=CC=C(C=C12)C1C(C1)C=1C=C2C=CC(=CC2=CC1)C#N (6-(2-(1-isopropyl-1,2,3,4-tetrahydro-7-isoquinolinyl)cyclopropyl)-2-naphthonitrile), C1(CC1)C=O (cyclopropanecarboxaldehyde), C(#N)[BH3-].[Na+] (sodium cyanoborohydride). The solvent is CO (methanol). Conditions: time 2 hour. Yields the product C1(CC1)CN1C(C2=CC(=CC=C2CC1)C1C(C1)C1=C(C=CC2=CC=CC=C12)C#N)C(C)C (2-(2-(cyclopropylmethyl)-1-isopropyl-1,2,3,4-tetrahydro-7-isoquinolinyl)cyclopropyl-2-naphthonitrile). RXN SMILES: [CH:1]([CH:4]1[C:13]2[C:8](=[CH:9][CH:10]=[C:11]([CH:14]3[CH2:16][CH:15]3[C:17]3[CH:18]=[C:19]4[C:24](=[CH:25][CH:26]=3)C=C(C#N)C=C4)[CH:12]=2)[CH2:7][CH2:6][NH:5]1)([CH3:3])[CH3:2].[CH:29]1([CH:32]=O)[CH2:31][CH2:30]1.[C:34]([BH3-])#[N:35].[Na+].O>CO>[CH:29]1([CH2:32][N:5]2[CH2:6][CH2:7][C:8]3[C:13](=[CH:12][C:11]([CH:14]4[CH2:16][CH:15]4[C:17]4[C:18]5[C:19](=[CH:2][CH:1]=[CH:4][CH:13]=5)[CH:24]=[CH:25][C:26]=4[C:34]#[N:35])=[CH:10][CH:9]=3)[CH:4]2[CH:1]([CH3:2])[CH3:3])[CH2:31][CH2:30]1 |f:2.3|. Procedure details: A solution of Example 20A (0.25 g, 0.95 mmol), cyclopropanecarboxaldehyde (71 mL, 0.95 mmol), and sodium cyanoborohydride (119 mg, 1.86 mmol), in methanol (3.5 mL) was heated to 50° C., stirred for 2 hours, cooled to room temperature, and treated with water. The resulting precipitate was collected by filtration, dried, and purified by flash column chromatography with 30% ethyl acetate/hexanes to provide the desired product. The reactants are CCCC(C(=O)OC)c1c(C)nc2cc(C(C)(C)C)nn2c1-c1ccc(C)c(C)c1, CO, [Li+], [Na+], [OH-], [OH-]. RXN SMILES: [C:1]([CH3:2])([CH3:3])([CH3:4])[c:5]1[n:6][n:7]2[c:8]([n:9][c:10]([CH3:29])[c:11]([CH:21]([C:22](=[O:23])[O:24][CH3:25])[CH2:26][CH2:27][CH3:28])[c:12]2-[c:13]2[cH:14][c:15]([CH3:20])[c:16]([CH3:19])[cH:17][cH:18]2)[cH:30]1.[CH3:35][OH:36].[Li+:31].[Na+:34].[OH-:32].[OH-:33]>>[C:1]([CH3:2])([CH3:3])([CH3:4])[c:5]1[n:6][n:7]2[c:8]([n:9][c:10]([CH3:29])[c:11]([CH:21]([C:22](=[O:23])[OH:24])[CH2:26][CH2:27][CH3:28])[c:12]2-[c:13]2[cH:14][c:15]([CH3:20])[c:16]([CH3:19])[cH:17][cH:18]2)[cH:30]1. Product: CCCC(C(=O)O)c1c(C)nc2cc(C(C)(C)C)nn2c1-c1ccc(C)c(C)c1. The reactants are C(=O)NC(CC(=O)OCC)C=C(CCCC(=O)OCC)CBr (diethyl 2-formylamino-4-bromomethyl-hept-3-ene-1,7-dicarboxylate), C(C)(C)OP(OC(C)C)OC(C)C (triisopropylphosphite). Reaction conditions: time 19 hour. The product is C(=O)NC(CC(=O)OCC)\C=C(/CCCC(=O)OCC)\CP(=O)(OC(C)C)OC(C)C (diethyl E-2-formylamino-4-diisopropylphosphonomethyl-hept-3-ene-1,7-dicarboxylate). Reaction SMILES: [CH:1]([NH:3][CH:4]([CH:11]=[C:12]([CH2:21]Br)[CH2:13][CH2:14][CH2:15][C:16]([O:18][CH2:19][CH3:20])=[O:17])[CH2:5][C:6]([O:8][CH2:9][CH3:10])=[O:7])=[O:2].[CH:23]([O:26][P:27]([O:32]C(C)C)[O:28][CH:29]([CH3:31])[CH3:30])([CH3:25])[CH3:24]>>[CH:1]([NH:3][CH:4](/[CH:11]=[C:12](/[CH2:21][P:27]([O:28][CH:29]([CH3:31])[CH3:30])([O:26][CH:23]([CH3:25])[CH3:24])=[O:32])\[CH2:13][CH2:14][CH2:15][C:16]([O:18][CH2:19][CH3:20])=[O:17])[CH2:5][C:6]([O:8][CH2:9][CH3:10])=[O:7])=[O:2]. Reported procedure: 8.7 g (25 mmol) of diethyl 2-formylamino-4-bromomethyl-hept-3-ene-1,7-dicarboxylate and 21 ml (75 mmol) of triisopropylphosphite (90%) are heated to 80°-90° C. and the mixture is stirred for 19 hours under a pressure of ca. 100 mbar. Excess triisopropylphosphite is removed by distillation and the residue obtained after evaporation is chromatographed over 150 g of silica gel first with ethyl acetate and then with ethyl acetate/ethanol (9:1) as eluant, giving diethyl E-2-formylamino-4-diisopropylp... The reactants are CCCCOC(=O)c1nc(Cl)c2ccccc2c1O, CCO, Cl, [Na+], [OH-], O. Product: O=C(O)c1nc(Cl)c2ccccc2c1O. Reaction SMILES: [CH2:1]([CH2:2][CH2:3][CH3:4])[O:5][C:6](=[O:7])[c:8]1[n:9][c:10]([Cl:19])[c:11]2[cH:12][cH:13][cH:14][cH:15][c:16]2[c:17]1[OH:18].[CH3:24][CH2:25][OH:26].[ClH:23].[Na+:21].[OH-:20].[OH2:22]>>[O:5]=[C:6]([OH:7])[c:8]1[n:9][c:10]([Cl:19])[c:11]2[cH:12][cH:13][cH:14][cH:15][c:16]2[c:17]1[OH:18]. Starting materials: C1CCOC1, CC(c1cccc([N+](=O)[O-])c1)n1c(=O)oc2cc(F)c(F)cc21, [H][H]. Yields the product CC(c1cccc(N)c1)n1c(=O)oc2cc(F)c(F)cc21. Reaction SMILES: [CH2:24]1[O:25][CH2:26][CH2:27][CH2:28]1.[F:1][c:2]1[c:3]([F:23])[cH:4][c:5]2[c:6]([n:7]([CH:11]([CH3:12])[c:13]3[cH:14][c:15]([N+:19]([O-:20])=[O:21])[cH:16][cH:17][cH:18]3)[c:8](=[O:10])[o:9]2)[cH:22]1.[H:29][H:30]>>[F:1][c:2]1[c:3]([F:23])[cH:4][c:5]2[c:6]([n:7]([CH:11]([CH3:12])[c:13]3[cH:14][c:15]([NH2:19])[cH:16][cH:17][cH:18]3)[c:8](=[O:10])[o:9]2)[cH:22]1. The reactants are S1C(=NC=C1)NC(=O)C1=CC=CC=2NC(=NC21)C=2C=CC(=NC2)N2CCN(CC2)C(=O)OC(C)(C)C (tert-butyl 4-(5-(4-(thiazol-2-ylcarbamoyl)-1H-benzo[d]imidazol-2-yl)pyridin-2-yl)piperazine-1-carboxylate), Cl (HCl). Conditions: time 18 hour. Product: Cl.N1(CCNCC1)C1=CC=C(C=N1)C1=NC2=C(N1)C=CC=C2C(=O)NC=2SC=CN2 (2-(6-(piperazin-1-yl)pyridin-3-yl)-N-(thiazol-2-yl)-1H-benzo[d]imidazole-4-carboxamide hydrochloride). As a reaction SMILES: [S:1]1[CH:5]=[CH:4][N:3]=[C:2]1[NH:6][C:7]([C:9]1[C:17]2[N:16]=[C:15]([C:18]3[CH:19]=[CH:20][C:21]([N:24]4[CH2:29][CH2:28][N:27](C(OC(C)(C)C)=O)[CH2:26][CH2:25]4)=[N:22][CH:23]=3)[NH:14][C:13]=2[CH:12]=[CH:11][CH:10]=1)=[O:8].[ClH:37]>>[ClH:37].[N:24]1([C:21]2[N:22]=[CH:23][C:18]([C:15]3[NH:14][C:13]4[CH:12]=[CH:11][CH:10]=[C:9]([C:7]([NH:6][C:2]5[S:1][CH:5]=[CH:4][N:3]=5)=[O:8])[C:17]=4[N:16]=3)=[CH:19][CH:20]=2)[CH2:25][CH2:26][NH:27][CH2:28][CH2:29]1 |f:2.3|. Procedure: A mixture containing tert-butyl 4-(5-(4-(thiazol-2-ylcarbamoyl)-1H-benzo[d]imidazol-2-yl)pyridin-2-yl)piperazine-1-carboxylate (8; 20 mg, 0.039 mmol) in methanolic HCl (3N, 2 mL) was stirred at room temperature for 18 h. The precipitated solids were collected by filtration, washed with MeOH and dried to afford 2-(6-(piperazin-1-yl)pyridin-3-yl)-N-(thiazol-2-yl)-1H-benzo[d]imidazole-4-carboxamide hydrochloride (Compound 251) as a pale yellow solid (21 mg). MS (ESI) calcd for C20H19N7OS (m/z): 405... Starting materials: CC(=O)OC(C)=O, [Na+], [OH-], O, Nc1cc(C(=O)c2ccccn2)ccc1OCc1ccccc1. Product: CC(=O)Nc1cc(C(=O)c2ccccn2)ccc1OCc1ccccc1. As a reaction SMILES: [CH3:24][C:25](=[O:26])[O:27][C:28](=[O:29])[CH3:30].[Na+:32].[OH-:31].[OH2:33].[n:1]1[c:2]([C:7](=[O:8])[c:9]2[cH:10][c:11]([NH2:23])[c:12]([O:15][CH2:16][c:17]3[cH:18][cH:19][cH:20][cH:21][cH:22]3)[cH:13][cH:14]2)[cH:3][cH:4][cH:5][cH:6]1>>[n:1]1[c:2]([C:7](=[O:8])[c:9]2[cH:10][c:11]([NH:23][C:25]([CH3:24])=[O:26])[c:12]([O:15][CH2:16][c:17]3[cH:18][cH:19][cH:20][cH:21][cH:22]3)[cH:13][cH:14]2)[cH:3][cH:4][cH:5][cH:6]1.